This data is from the Open Reaction Database (ORD), a public repository of structured organic reaction records. The task is: describe an organic reaction: reactants, conditions, products, and yield The reactants are [OH-].[Li+] (lithium hydroxide), [OH-].[Li+] (lithium hydroxide), aqueous solution, COC1=C(C(=O)OC)C=CC(=C1)OC1CCN(CC1)C(=O)OC(C)(C)C (Methyl 2-methoxy-4-(1-Boc-4-piperidyloxy)benzoate). The solvent is C1CCOC1 (THF). Conditions: time 72 hour. The product is COC1=C(C(=O)O)C=CC(=C1)OC1CCN(CC1)C(=O)OC(C)(C)C (2-methoxy-4-(1-Boc-4-piperidyloxy)benzoic acid). As a reaction SMILES: [CH3:1][O:2][C:3]1[CH:12]=[C:11]([O:13][CH:14]2[CH2:19][CH2:18][N:17]([C:20]([O:22][C:23]([CH3:26])([CH3:25])[CH3:24])=[O:21])[CH2:16][CH2:15]2)[CH:10]=[CH:9][C:4]=1[C:5]([O:7]C)=[O:6].[OH-].[Li+]>C1COCC1>[CH3:1][O:2][C:3]1[CH:12]=[C:11]([O:13][CH:14]2[CH2:19][CH2:18][N:17]([C:20]([O:22][C:23]([CH3:26])([CH3:25])[CH3:24])=[O:21])[CH2:16][CH2:15]2)[CH:10]=[CH:9][C:4]=1[C:5]([OH:7])=[O:6] |f:1.2|. Procedure: Methyl 2-methoxy-4-(1-Boc-4-piperidyloxy)benzoate (4.5 g, 12.3 mmol) was dissolved in THF (200 ml) and treated with a solution of lithium hydroxide (17 ml of a 1.1M aqueous solution, 18.7 mmol) added over 5 min. The mixture was stirred at ambient temperature for 72 hours. An additional 4 ml of 1.1M lithium hydroxide was added and the mixture was heated at reflux for 13 hours, then stirred at ambient temperature for 18 hours. The reaction mixture was concentrated in vacuo and the residue partitio... Reactants: C#N (HCN), CC(CC=O)(CC1=CC=CC=C1)C (3,3-dimethyl-4-phenyl-butyraldehyde), C(C)O (ethanol), C([O-])([O-])=O.[NH4+].[NH4+] (ammonium carbonate), [C-]#N.[Na+] (NaCN), Cl (HCl). The solvent is O (H2O). Reaction conditions: temperature 60 celsius, time 17 hour. Yields the product CC(CC1C(NC(N1)=O)=O)(CC1=CC=CC=C1)C ((RS)-5-(2,2-dimethyl-3-phenyl-propyl)-imidazolidine-2,4-dione). Reaction SMILES: [CH3:1][C:2]([CH3:13])([CH2:6][C:7]1[CH:12]=[CH:11][CH:10]=[CH:9][CH:8]=1)[CH2:3][CH:4]=O.[C:14](=[O:17])([O-])[O-].[NH4+:18].[NH4+:19].[C-]#N.[Na+].C#N.Cl.[CH2:26]([OH:28])C>O>[CH3:1][C:2]([CH3:13])([CH2:6][C:7]1[CH:12]=[CH:11][CH:10]=[CH:9][CH:8]=1)[CH2:3][CH:4]1[NH:19][C:26](=[O:28])[NH:18][C:14]1=[O:17] |f:1.2.3,4.5|. Reported procedure: To a stirred suspension of 3,3-dimethyl-4-phenyl-butyraldehyde (2.46 g; CAS 15674-36-9) at r.t. in ethanol (25 ml) under an argon atmosphere were added H2O (25 ml), ammonium carbonate (6.71 g) and NaCN (0.82 g). The mixture was heated to 60° C. (internal temperature), and stirring was continued for 17 h. The mixture was cooled to 0° C. The reactor was equipped with a 4 N NaOH trap in order to trap the evolving HCN. 3 N HCl (25 ml) was added dropwise for 10 min (temperature of the reaction mixtur... Reaction SMILES: [CH3:15][OH:16].[CH3:18][OH:19].[K+:2].[O:3]=[CH:4][CH:5]([OH:6])[CH:7]([OH:8])[CH:9]([OH:10])[CH:11]([OH:12])[CH2:13][OH:14].[OH-:1].[OH2:17]>>[K+:2].[O:1]=[C:5]([O-:6])[CH:7]([OH:8])[CH:9]([OH:10])[CH:11]([OH:12])[CH2:13][OH:14]. The reactants are CO, CO, [K+], O=CC(O)C(O)C(O)C(O)CO, [OH-], O. The product is [K+], O=C([O-])C(O)C(O)C(O)CO. Starting materials: ClC=1C=C(C(=O)O)C=C(N1)C (2-chloro-6-methyl-isonicotinic acid), N1CCCC1 (pyrrolidine). The solvent is [OH-].[Na+] (NaOH). Yields the product CC=1C=C(C(=O)O)C=C(N1)N1CCCC1 (2-methyl-6-pyrrolidin-1-yl-isonicotinic acid). As a reaction SMILES: Cl[C:2]1[CH:3]=[C:4]([CH:8]=[C:9]([CH3:11])[N:10]=1)[C:5]([OH:7])=[O:6].[NH:12]1[CH2:16][CH2:15][CH2:14][CH2:13]1>[OH-].[Na+]>[CH3:11][C:9]1[CH:8]=[C:4]([CH:3]=[C:2]([N:12]2[CH2:16][CH2:15][CH2:14][CH2:13]2)[N:10]=1)[C:5]([OH:7])=[O:6] |f:2.3|. Reported procedure: A solution of 2-chloro-6-methyl-isonicotinic acid (1.03 g, 5.98 mmol) in pyrrolidine (5 mL) is stirred at 85° C. for 6 days. The mixture is diluted with 1 N aq. NaOH (40 mL) and the solvent is removed in vacuo. The crude product is again dissolved in 1 N aq. NaOH (3 mL) and methanol (1 mL) and purified by MPLC on RP-C18-silica gel to give 2-methyl-6-pyrrolidin-1-yl-isonicotinic acid (1.18 g) as a beige solid; LC-MS: tR=0.52 min; [M+H]+=207.06; 1H NMR (D6-DMSO): δ 1.89-1.94 (m, 4H), 2.27 (s, 3H),... The reactants are Pd(dtbpf)Cl2, C(C)(C)(C)OC(=O)N(C=1C(=NC(=CN1)Br)C1=CC(=NO1)C1=CC=C(C=C1)CN(C(OC(C)(C)C)=O)C1CCOCC1)C(=O)OC(C)(C)C (tert-butyl N-[[4-[5-[3-[bis(tert-butoxycarbonyl)amino]-6-bromo-pyrazin-2-yl]isoxazol-3-yl]phenyl]methyl]-N-tetrahydropyran-4-yl-carbamate), C(=O)([O-])[O-].[K+].[K+] (K2CO3), CC(C#N)(C)C1=NC=CC(=C1)B1OC(C(O1)(C)C)(C)C (2-methyl-2-[4-(4,4,5,5-tetramethyl-1,3,2-dioxaborolan-2-yl)-2-pyridyl]propanenitrile), resin. Run in C1(=CC=CC=C1)C (toluene), C1(=CC=CC=C1)C (toluene), O (water). Conditions: temperature 70 celsius. The product is C(C)(C)(C)OC(=O)N(C=1C(=NC(=CN1)C1=CC(=NC=C1)C(C)(C)C#N)C1=CC(=NO1)C1=CC=C(C=C1)CN(C(OC(C)(C)C)=O)C1CCOCC1)C(=O)OC(C)(C)C (tert-butyl N-[[4-[5-[3-[bis(tert-butoxycarbonyl)amino]-6-[2-(1-cyano-1-methyl-ethyl)-4-pyridyl]pyrazin-2-yl]isoxazol-3-yl]phenyl]methyl]-N-tetrahydropyran-4-yl-carbamate). Yield: 68.1%. RXN SMILES: [C:1]([O:5][C:6]([N:8]([C:42]([O:44][C:45]([CH3:48])([CH3:47])[CH3:46])=[O:43])[C:9]1[C:10]([C:16]2[O:20][N:19]=[C:18]([C:21]3[CH:26]=[CH:25][C:24]([CH2:27][N:28]([CH:36]4[CH2:41][CH2:40][O:39][CH2:38][CH2:37]4)[C:29](=[O:35])[O:30][C:31]([CH3:34])([CH3:33])[CH3:32])=[CH:23][CH:22]=3)[CH:17]=2)=[N:11][C:12](Br)=[CH:13][N:14]=1)=[O:7])([CH3:4])([CH3:3])[CH3:2].C([O-])([O-])=O.[K+].[K+].[CH3:55][C:56]([C:60]1[CH:65]=[C:64](B2OC(C)(C)C(C)(C)O2)[CH:63]=[CH:62][N:61]=1)([CH3:59])[C:57]#[N:58]>C1(C)C=CC=CC=1.O>[C:1]([O:5][C:6]([N:8]([C:42]([O:44][C:45]([CH3:48])([CH3:47])[CH3:46])=[O:43])[C:9]1[C:10]([C:16]2[O:20][N:19]=[C:18]([C:21]3[CH:26]=[CH:25][C:24]([CH2:27][N:28]([CH:36]4[CH2:41][CH2:40][O:39][CH2:38][CH2:37]4)[C:29](=[O:35])[O:30][C:31]([CH3:34])([CH3:33])[CH3:32])=[CH:23][CH:22]=3)[CH:17]=2)=[N:11][C:12]([C:64]2[CH:63]=[CH:62][N:61]=[C:60]([C:56]([C:57]#[N:58])([CH3:59])[CH3:55])[CH:65]=2)=[CH:13][N:14]=1)=[O:7])([CH3:4])([CH3:3])[CH3:2] |f:1.2.3|. Procedure details: A mixture of tert-butyl N-[[4-[5-[3-[bis(tert-butoxycarbonyl)amino]-6-bromo-pyrazin-2-yl]isoxazol-3-yl]phenyl]methyl]-N-tetrahydropyran-4-yl-carbamate (110.0 g, 151 mmol), K2CO3 (41.6 g, 301 mmol), and 2-methyl-2-[4-(4,4,5,5-tetramethyl-1,3,2-dioxaborolan-2-yl)-2-pyridyl]propanenitrile (41.0 g, 151 mmol) in toluene (770 mL) and water (220 mL) is stirred and degassed with N2 for 30 min. at 20° C. The catalyst Pd(dtbpf)Cl2 (1.96 g, 3.01 mmol) is added and the mixture is degassed for an additional ... Reactants: BrC(Br)(Br)Br, CC(C)(C)[Si](OCC#CCCO)(c1ccccc1)c1ccccc1, ClCCl, c1ccc(P(c2ccccc2)c2ccccc2)cc1. The product is CC(C)(C)[Si](OCC#CCCBr)(c1ccccc1)c1ccccc1. Reaction SMILES: [Br:25][C:26]([Br:27])([Br:28])[Br:29].[C:1]([CH3:2])([CH3:3])([CH3:4])[Si:5]([O:6][CH2:7][C:8]#[C:9][CH2:10][CH2:11][OH:12])([c:13]1[cH:14][cH:15][cH:16][cH:17][cH:18]1)[c:19]1[cH:20][cH:21][cH:22][cH:23][cH:24]1.[Cl:49][CH2:50][Cl:51].[c:30]1([P:31]([c:32]2[cH:33][cH:34][cH:35][cH:36][cH:37]2)[c:38]2[cH:39][cH:40][cH:41][cH:42][cH:43]2)[cH:44][cH:45][cH:46][cH:47][cH:48]1>>[C:1]([CH3:2])([CH3:3])([CH3:4])[Si:5]([O:6][CH2:7][C:8]#[C:9][CH2:10][CH2:11][Br:25])([c:13]1[cH:14][cH:15][cH:16][cH:17][cH:18]1)[c:19]1[cH:20][cH:21][cH:22][cH:23][cH:24]1. Yield: 53.0%. RXN SMILES: ClC1C(OC2CCC(=O)CC2)=CC(F)=C(C=1)C(O)=O.[CH:20]1([C:23]2[C:24]([O:33][CH:34]3[CH2:41][CH2:40][C:37]4([CH2:39][CH2:38]4)[CH2:36][CH2:35]3)=[CH:25][C:26]([F:32])=[C:27]([CH:31]=2)[C:28](O)=[O:29])[CH2:22][CH2:21]1.[CH3:42][S:43]([NH2:46])(=[O:45])=[O:44]>CO>[CH:20]1([C:23]2[C:24]([O:33][CH:34]3[CH2:41][CH2:40][C:37]4([CH2:39][CH2:38]4)[CH2:36][CH2:35]3)=[CH:25][C:26]([F:32])=[C:27]([CH:31]=2)[C:28]([NH:46][S:43]([CH3:42])(=[O:45])=[O:44])=[O:29])[CH2:22][CH2:21]1. Reactants: CS(=O)(=O)N (methanesulfonamide), ClC=1C(=CC(=C(C(=O)O)C1)F)OC1CCC(CC1)=O (5-chloro-2-fluoro-4-((4-oxocyclohexyl)oxy)benzoic acid), C1(CC1)C=1C(=CC(=C(C(=O)O)C1)F)OC1CCC2(CC2)CC1 (5-cyclopropyl-2-fluoro-4-(spiro[2.5]octan-6-yloxy)benzoic acid). The product is C1(CC1)C=1C(=CC(=C(C(=O)NS(=O)(=O)C)C1)F)OC1CCC2(CC2)CC1 (5-cyclopropyl-2-fluoro-N-(methylsulfonyl)-4-(spiro[2.5]octan-6-yloxy)benzamide), solid. Procedure details: Following the procedure as described in Example 357 Step 4 and making non-critical variations to replace 5-chloro-2-fluoro-4-((4-oxocyclohexyl)oxy)benzoic acid with 5-cyclopropyl-2-fluoro-4-(spiro[2.5]octan-6-yloxy)benzoic acid and methanol with methanesulfonamide, the title compound was obtained as a colorless solid (0.121 g, 53% yield): 1H NMR (300 MHz, CDCl3) δ8.69 (d, J=16.2 Hz, 1H), 7.55 (d, J=9.2 Hz, 1H), 6.58 (d, J=14.8 Hz, 1H), 4.49-4.42 (m, 1H), 3.39 (s, 3H), 2.11-1.77 (m, 5H), 1.54-1.2... Run in CO (methanol). Reactants: Cl (hydrochloric acid), ClC1=C2C(=NC(=C1)C)C=NN2 (7-Chloro-5-methyl-1H-pyrazolo[4,3-b]pyridine), C(C1=CC=CC=C1)N (benzylamine), C([O-])([O-])=O.[Na+].[Na+] (sodium carbonate). The product is C(C1=CC=CC=C1)NC1=C2C(=NC(=C1)C)C=NN2 (7-Benzylamino-5-methyl-1H-pyrazolo[4,3-b]pyridine). RXN SMILES: Cl[C:2]1[CH:7]=[C:6]([CH3:8])[N:5]=[C:4]2[CH:9]=[N:10][NH:11][C:3]=12.Cl.C(=O)([O-])[O-].[Na+].[Na+].[CH2:19]([NH2:26])[C:20]1[CH:25]=[CH:24][CH:23]=[CH:22][CH:21]=1>>[CH2:19]([NH:26][C:2]1[CH:7]=[C:6]([CH3:8])[N:5]=[C:4]2[CH:9]=[N:10][NH:11][C:3]=12)[C:20]1[CH:25]=[CH:24][CH:23]=[CH:22][CH:21]=1 |f:2.3.4|. Procedure: 7-Chloro-5-methyl-1H-pyrazolo[4,3-b]pyridine (1 g) and benzylamine (30 ml) were heated under reflux for 6 h. The benzylamine was removed in vacuo to yield an oily solid which was digested with 20% hydrochloric acid. The digest was basified with 10% sodium carbonate solution to yield two phases. The solid in the aqueous phase was filtered off to yield the product (0.71 g). The remaining oily phase was extracted with boiling chloroform (3×20 ml) and the extract dried (MgSO4) and evaporated to yiel... Starting materials: COC1=CC2=C(C(CC3=C(O2)C=CC=C3)=O)C=C1OC (7,8-dimethoxy-10,11-dihydrodibenz[b,f]oxepin-10-one), Cl.N1=CC=CC=C1 (pyridine hydrochloride). The solvent is O (Water). Conditions: temperature 190 celsius. The product is OC1=CC2=C(C(CC3=C(O2)C=CC=C3)=O)C=C1O (7,8-dihydroxy-10,11-dihydrodibenz[b,f]oxepin-10-one). Isolated yield 66.9%. Reaction SMILES: C[O:2][C:3]1[C:18]([O:19]C)=[CH:17][C:6]2[C:7](=[O:16])[CH2:8][C:9]3[CH:15]=[CH:14][CH:13]=[CH:12][C:10]=3[O:11][C:5]=2[CH:4]=1.Cl.N1C=CC=CC=1>O>[OH:2][C:3]1[C:18]([OH:19])=[CH:17][C:6]2[C:7](=[O:16])[CH2:8][C:9]3[CH:15]=[CH:14][CH:13]=[CH:12][C:10]=3[O:11][C:5]=2[CH:4]=1 |f:1.2|. Procedure: A mixture of 7,8-dimethoxy-10,11-dihydrodibenz[b,f]oxepin-10-one (5 mg) and pyridine hydrochloride (20 mg) was heated at 190° C. for two hours. Water was added to the reaction mixture followed by extracting with ethyl acetate. This was washed with water and dried over magnesium sulfate and the solvent was evaporated to give the title compound (Compound 13) (3 mg, 60%) as brown plates. Reactants: CCCCc1c(Cc2ccc(-c3ccccc3C#N)cc2F)c(=O)n(C2CCC3(CC2)OCCO3)c2ncnn12, [Na+], C1CCOC1, [OH-]. The product is CCCCc1c(Cc2ccc(-c3ccccc3C#N)cc2F)c(=O)n(C2CCC(=O)CC2)c2ncnn12. Reaction SMILES: [CH2:1]([CH2:2][CH2:3][CH3:4])[c:5]1[c:6]([CH2:25][c:26]2[c:27]([F:40])[cH:28][c:29](-[c:32]3[c:33]([C:38]#[N:39])[cH:34][cH:35][cH:36][cH:37]3)[cH:30][cH:31]2)[c:7](=[O:24])[n:8]([CH:14]2[CH2:15][CH2:16][C:17]3([O:18][CH2:21][CH2:20][O:19]3)[CH2:22][CH2:23]2)[c:9]2[n:10]1[n:11][cH:12][n:13]2.[Na+:42].[O:43]1[CH2:44][CH2:45][CH2:46][CH2:47]1.[OH-:41]>>[CH2:1]([CH2:2][CH2:3][CH3:4])[c:5]1[c:6]([CH2:25][c:26]2[c:27]([F:40])[cH:28][c:29](-[c:32]3[c:33]([C:38]#[N:39])[cH:34][cH:35][cH:36][cH:37]3)[cH:30][cH:31]2)[c:7](=[O:24])[n:8]([CH:14]2[CH2:15][CH2:16][C:17](=[O:18])[CH2:22][CH2:23]2)[c:9]2[n:10]1[n:11][cH:12][n:13]2.